Task: describe an organic reaction: reactants, conditions, products, and yield. Dataset: the Open Reaction Database (ORD), a public repository of structured organic reaction records The reactants are C, CS(=O)(=O)Cc1ccc(Oc2ccc([N+](=O)[O-])c(OC3CCOCC3)c2)cn1, CCO, [Pd]. Yields the product CS(=O)(=O)Cc1ccc(Oc2ccc(N)c(OC3CCOCC3)c2)cn1. As a reaction SMILES: [C:32].[CH3:1][S:2](=[O:3])(=[O:4])[CH2:5][c:6]1[n:7][cH:8][c:9]([O:12][c:13]2[cH:14][c:15]([O:22][CH:23]3[CH2:24][CH2:25][O:26][CH2:27][CH2:28]3)[c:16]([N+:19]([O-:20])=[O:21])[cH:17][cH:18]2)[cH:10][cH:11]1.[CH3:29][CH2:30][OH:31].[Pd:33]>>[CH3:1][S:2](=[O:3])(=[O:4])[CH2:5][c:6]1[n:7][cH:8][c:9]([O:12][c:13]2[cH:14][c:15]([O:22][CH:23]3[CH2:24][CH2:25][O:26][CH2:27][CH2:28]3)[c:16]([NH2:19])[cH:17][cH:18]2)[cH:10][cH:11]1. Reactants: [Cl-].[NH4+] (ammonium chloride), ClC1=NC=CC(=C1)C(F)(F)F (2-chloro-4-trifluoromethylpyridine), B(OC1CC1)([O-])[O-] (cyclopropyl borate), C([O-])([O-])=O.[K+].[K+] (potassium carbonate). Reagents/catalysts: C1=CC=C(C=C1)P([C-]2C=CC=C2)C3=CC=CC=C3.C1=CC=C(C=C1)P([C-]2C=CC=C2)C3=CC=CC=C3.Cl[Pd]Cl.[Fe+2] ([1,1′-bis(diphenylphosphino)ferrocene]dichloropalladium). Run in C1(=CC=CC=C1)C (toluene). Run at temperature 100 celsius, time 10 hour. The product is C1(CC1)C1=NC=CC(=C1)C(F)(F)F (2-cyclopropyl-4-trifluoromethylpyridine). The yield is 53.4%. RXN SMILES: Cl[C:2]1[CH:7]=[C:6]([C:8]([F:11])([F:10])[F:9])[CH:5]=[CH:4][N:3]=1.B([O-])([O-])O[CH:14]1[CH2:16][CH2:15]1.C(=O)([O-])[O-].[K+].[K+].[Cl-].[NH4+]>C1C=CC(P(C2C=CC=CC=2)[C-]2C=CC=C2)=CC=1.C1C=CC(P(C2C=CC=CC=2)[C-]2C=CC=C2)=CC=1.Cl[Pd]Cl.[Fe+2].C1(C)C=CC=CC=1>[CH:14]1([C:2]2[CH:7]=[C:6]([C:8]([F:11])([F:10])[F:9])[CH:5]=[CH:4][N:3]=2)[CH2:16][CH2:15]1 |f:2.3.4,5.6,7.8.9.10|. Reported procedure: To 21 ml of toluene were added 1.9 g of 2-chloro-4-trifluoromethylpyridine, 1 g of cyclopropyl borate, 2.92 g of potassium carbonate and 0.26 g of [1,1′-bis(diphenylphosphino)ferrocene]dichloropalladium (II) dichloromethane complex (1:1), and the mixture was stirred at 100° C. for 10 hours. After allowing to cool, the reaction solution was poured into an aqueous saturated ammonium chloride solution, and the resultant solution was extracted with diethyl ether three times, washed with an aqueous s... The reactants are CCN=C=NCCCN(C)C, CN(C)C=O, CCOC(C)=O, CCN(C(C)C)C(C)C, Cc1nc(-n2[nH]c(C)c(Cc3ccc(Cl)cc3)c2=O)sc1C(=O)O, Cl, NCc1cccnc1, On1nnc2ccccc21. Product: Cc1nc(-n2[nH]c(C)c(Cc3ccc(Cl)cc3)c2=O)sc1C(=O)NCc1cccnc1. Reaction SMILES: [CH3:26][N:27]([CH3:28])[CH2:29][CH2:30][CH2:31][N:32]=[C:33]=[N:34][CH2:35][CH3:36].[CH3:64][N:65]([CH3:66])[CH:67]=[O:68].[CH3:69][CH2:70][O:71][C:72](=[O:73])[CH3:74].[CH:37]([N:38]([CH2:39][CH3:40])[CH:41]([CH3:42])[CH3:43])([CH3:44])[CH3:45].[Cl:1][c:2]1[cH:3][cH:4][c:5]([CH2:6][c:7]2[c:8]([CH3:22])[nH:9][n:10](-[c:13]3[s:14][c:15]([C:19](=[O:20])[OH:21])[c:16]([CH3:18])[n:17]3)[c:11]2=[O:12])[cH:23][cH:24]1.[ClH:25].[NH2:56][CH2:57][c:58]1[cH:59][n:60][cH:61][cH:62][cH:63]1.[OH:46][n:47]1[c:48]2[cH:49][cH:50][cH:51][cH:52][c:53]2[n:54][n:55]1>>[Cl:1][c:2]1[cH:3][cH:4][c:5]([CH2:6][c:7]2[c:8]([CH3:22])[nH:9][n:10](-[c:13]3[s:14][c:15]([C:19](=[O:20])[NH:56][CH2:57][c:58]4[cH:59][n:60][cH:61][cH:62][cH:63]4)[c:16]([CH3:18])[n:17]3)[c:11]2=[O:12])[cH:23][cH:24]1. Reaction SMILES: [CH2:1]([S:3]([N:6]1[CH2:11][CH2:10][C:9]([CH2:18][NH2:19])([CH2:12][CH:13]2[CH2:17][CH2:16][CH2:15][O:14]2)[CH2:8][CH2:7]1)(=[O:5])=[O:4])[CH3:2].N=C=N.[Cl:23][C:24]1[CH:32]=[C:31]([C:33]([F:36])([F:35])[F:34])[CH:30]=[CH:29][C:25]=1[C:26](O)=[O:27]>ClCCl>[Cl:23][C:24]1[CH:32]=[C:31]([C:33]([F:34])([F:35])[F:36])[CH:30]=[CH:29][C:25]=1[C:26]([NH:19][CH2:18][C:9]1([CH2:12][CH:13]2[CH2:17][CH2:16][CH2:15][O:14]2)[CH2:10][CH2:11][N:6]([S:3]([CH2:1][CH3:2])(=[O:5])=[O:4])[CH2:7][CH2:8]1)=[O:27]. The solvent is ClCCl (dichloromethane). Run at time 0.5 hour. Reported procedure: In a large glass container with a sealable lid was placed 1-[1-(ethylsulfonyl)-4-(tetrahydrofuran-2-ylmethyl)piperidin-4-yl]methanamine (16, 3.4 g, 11.71 mmol), dichloromethane (50 ml) and PS-carbodiimide resin (35.1 mmol) along with 2-chloro-4-(trifluoromethyl)benzoic acid (3.41 g, 14.05 mmol). The lid was sealed and the bottle was shaken for 0.5 hours. The resin was filtered off and washed with EtOAc (3×25 ml) and the organics concentrated in vacuo to give an off-white solid. The residue was p... Yields the product ClC1=C(C(=O)NCC2(CCN(CC2)S(=O)(=O)CC)CC2OCCC2)C=CC(=C1)C(F)(F)F (2-chloro-N-{[1-(ethylsulfonyl)-4-(tetrahydrofuran-2-ylmethyl)piperidin-4-yl]methyl}-4-(trifluoromethyl)benzamide). Reactants: C(C)S(=O)(=O)N1CCC(CC1)(CC1OCCC1)CN (1-[1-(ethylsulfonyl)-4-(tetrahydrofuran-2-ylmethyl)piperidin-4-yl]methanamine), N=C=N (carbodiimide), ClC1=C(C(=O)O)C=CC(=C1)C(F)(F)F (2-chloro-4-(trifluoromethyl)benzoic acid). Starting materials: Cl.ClC1=CC=C(C=C1)C(=O)N1CC(C(C1)N1CCNCC1)O ((4-Chloro-phenyl)-(3-hydroxy-4-piperazin-1-yl-pyrrolidin-1-yl)-methanone hydrochloride), [BH3-]C#N.[Na+] (NaCNBH3), CC(=O)[O-].[Na+] (NaOAc), ClC1=CC=C(C=O)C=C1 (4-chloro-benzaldehyde). Solvent: CO (methanol). Yields the product ClC1=CC=C(CN2CCN(CC2)C2CN(CC2O)C(=O)C2=CC=C(C=C2)Cl)C=C1 ({3-[4-(4-Chloro-benzyl)-piperazin-1-yl]-4-hydroxy-pyrrolidin-1-yl}-(4-chloro-phenyl)-methanone). The yield is 55.6%. Reaction SMILES: Cl.[Cl:2][C:3]1[CH:8]=[CH:7][C:6]([C:9]([N:11]2[CH2:15][CH:14]([N:16]3[CH2:21][CH2:20][NH:19][CH2:18][CH2:17]3)[CH:13]([OH:22])[CH2:12]2)=[O:10])=[CH:5][CH:4]=1.[BH3-]C#N.[Na+].CC([O-])=O.[Na+].[Cl:32][C:33]1[CH:40]=[CH:39][C:36]([CH:37]=O)=[CH:35][CH:34]=1>CO>[Cl:32][C:33]1[CH:40]=[CH:39][C:36]([CH2:37][N:19]2[CH2:20][CH2:21][N:16]([CH:14]3[CH:13]([OH:22])[CH2:12][N:11]([C:9]([C:6]4[CH:7]=[CH:8][C:3]([Cl:2])=[CH:4][CH:5]=4)=[O:10])[CH2:15]3)[CH2:17][CH2:18]2)=[CH:35][CH:34]=1 |f:0.1,2.3,4.5|. Procedure details: (4-Chloro-phenyl)-(3-hydroxy-4-piperazin-1-yl-pyrrolidin-1-yl)-methanone hydrochloride (100 mg, 0.290 mmol), NaCNBH3 (20 mg, 0.319 mmol), NaOAc (23.8 mg, 0.29 mmol), 4-chloro-benzaldehyde (42.8 mg, 0.30 mmol) were added to methanol (3 mL). The reaction mixture was stirred in room temperature for over night. The mixture was concentrated. K2CO3 and Ethyl acetate were added to the residue. The organic phase was washed with brine, dried over Na2SO4, and concentrated. The crude was purified by column... Reactants: Cc1c(OCc2ccccc2)ccc(C=O)c1O, C1COCCO1, COS(=O)(=O)OC, CS(C)=O, [Na+], [OH-], O. Yields the product COc1c(C=O)ccc(OCc2ccccc2)c1C. As a reaction SMILES: [CH2:1]([c:2]1[cH:3][cH:4][cH:5][cH:6][cH:7]1)[O:8][c:9]1[c:10]([CH3:18])[c:11]([OH:17])[c:12]([CH:13]=[O:14])[cH:15][cH:16]1.[CH2:28]1[O:29][CH2:30][CH2:31][O:32][CH2:33]1.[CH3:19][O:20][S:21]([O:22][CH3:23])(=[O:24])=[O:25].[CH3:34][S:35]([CH3:36])=[O:37].[Na+:27].[OH-:26].[OH2:38]>>[CH2:1]([c:2]1[cH:3][cH:4][cH:5][cH:6][cH:7]1)[O:8][c:9]1[c:10]([CH3:18])[c:11]([O:17][CH3:19])[c:12]([CH:13]=[O:14])[cH:15][cH:16]1. Reactants: C1(=CC=CC=C1)CCCCNC([C@H]1N(CCC1)C[C@H](CC(C)C)N)=O (1-[2-(S)-amino-4-methylpentyl]-L-proline 4-phenylbutylamide), C(CC)C(C(=O)Cl)CCC (di-n-propylacetyl chloride). The product is C1(=CC=CC=C1)CCCCNC([C@H]1N(CCC1)C[C@H](CC(C)C)NC(C(CCC)CCC)=O)=O (1-[2-(S)-[(1-Oxo-2-propylpentyl)amino]-4-methylpentyl]-L-proline 4-Phenylbutylamide). Isolated yield 60.0%. Reaction SMILES: [C:1]1([CH2:7][CH2:8][CH2:9][CH2:10][NH:11][C:12](=[O:25])[C@@H:13]2[CH2:17][CH2:16][CH2:15][N:14]2[CH2:18][C@@H:19]([NH2:24])[CH2:20][CH:21]([CH3:23])[CH3:22])[CH:6]=[CH:5][CH:4]=[CH:3][CH:2]=1.[CH2:26]([CH:29]([CH2:33][CH2:34][CH3:35])[C:30](Cl)=[O:31])[CH2:27][CH3:28]>>[C:1]1([CH2:7][CH2:8][CH2:9][CH2:10][NH:11][C:12](=[O:25])[C@@H:13]2[CH2:17][CH2:16][CH2:15][N:14]2[CH2:18][C@@H:19]([NH:24][C:30](=[O:31])[CH:29]([CH2:33][CH2:34][CH3:35])[CH2:26][CH2:27][CH3:28])[CH2:20][CH:21]([CH3:22])[CH3:23])[CH:6]=[CH:5][CH:4]=[CH:3][CH:2]=1. Procedure: Using the procedure described in Example 7, treatment of 1-[2-(S)-amino-4-methylpentyl]-L-proline 4-phenylbutylamide (20 mg) with di-n-propylacetyl chloride(14 uL) provided 16 mg (60%) of the title compound. The 1H NMR and Mass spectrum analysis of this compound was consistent with the structure.